This data is from the Open Reaction Database (ORD), a public repository of structured organic reaction records. The task is: describe an organic reaction: reactants, conditions, products, and yield Starting materials: C(Cl)Cl (Methylene chloride), C(C=C)N1C(=C(C2=CC=C(C=C12)C(=O)OC)C1CCCCC1)C=1N(C(=C(N1)Br)Br)CCBr (Methyl 1-allyl-3-cyclohexyl-2-(4,5-dibromo-1-(2-bromoethyl)-1H-imidazol-2-yl)-1H-indole-6-carboxylate), ice water. Run in C[O-].[Na+] (sodium methoxide). Reaction conditions: temperature 65 celsius. Yields the product C(C=C)N1C(=C(C2=CC=C(C=C12)C(=O)OC)C1CCCCC1)C=1N(C(=C(N1)Br)Br)C=C (Methyl 1-allyl-3-cyclohexyl-2-(4,5-dibromo-1-vinyl-1H-imidazol-2-yl)-1H-indole-6-carboxylate). As a reaction SMILES: [CH2:1]([N:4]1[C:12]2[C:7](=[CH:8][CH:9]=[C:10]([C:13]([O:15][CH3:16])=[O:14])[CH:11]=2)[C:6]([CH:17]2[CH2:22][CH2:21][CH2:20][CH2:19][CH2:18]2)=[C:5]1[C:23]1[N:24]([CH2:30][CH2:31]Br)[C:25]([Br:29])=[C:26]([Br:28])[N:27]=1)[CH:2]=[CH2:3].C(Cl)Cl>C[O-].[Na+]>[CH2:1]([N:4]1[C:12]2[C:7](=[CH:8][CH:9]=[C:10]([C:13]([O:15][CH3:16])=[O:14])[CH:11]=2)[C:6]([CH:17]2[CH2:22][CH2:21][CH2:20][CH2:19][CH2:18]2)=[C:5]1[C:23]1[N:24]([CH:30]=[CH2:31])[C:25]([Br:29])=[C:26]([Br:28])[N:27]=1)[CH:2]=[CH2:3] |f:2.3|. Procedure details: Methyl 1-allyl-3-cyclohexyl-2-(4,5-dibromo-1-(2-bromoethyl)-1H-imidazol-2-yl)-1H-indole-6-carboxylate was dissolved in a solution of sodium methoxide (0.5 M in Methanol from Aldrich, 10 mL) and the light yellow solution was heated to 65° C. for 1h. Methylene chloride (20 mL) was then added, followed by ice-water (50 mL). The aqueous layer was then adjusted to pH 5, and the organic layer was separated, dried (Na2SO4), filtered and evaporated to give the title compound in a form pure enough for us...